This data is from the Open Reaction Database (ORD), a public repository of structured organic reaction records. The task is: describe an organic reaction: reactants, conditions, products, and yield Starting materials: IC=1C=CC2=C(C(CO2)=O)C1 (5-iodo-3(2H)-benzofuranone), Cl.N(N)C1=C(C(=O)O)C=CC=C1 (2-hydrazinobenzoic acid hydrochloride). Solvent: C(C)O (ethanol), O (water). Conditions: time 1 hour. Product: IC=1C=CC2=C(C=3NC4=C(C=CC=C4C3O2)C(=O)O)C1 (8-Iodo-10H-benzo[4,5]furo[3,2-b]indole-1-carboxylic acid). Isolated yield 60.0%. RXN SMILES: [I:1][C:2]1[CH:3]=[CH:4][C:5]2[O:9][CH2:8][C:7](=O)[C:6]=2[CH:11]=1.Cl.[NH:13]([C:15]1[CH:23]=[CH:22][CH:21]=[CH:20][C:16]=1[C:17]([OH:19])=[O:18])N>C(O)C.O>[I:1][C:2]1[CH:3]=[CH:4][C:5]2[O:9][C:8]3[C:23]4[C:15](=[C:16]([C:17]([OH:19])=[O:18])[CH:20]=[CH:21][CH:22]=4)[NH:13][C:7]=3[C:6]=2[CH:11]=1 |f:1.2|. Procedure details: To a solution of 5-iodo-3(2H)-benzofuranone (0.551 g, 2.12 mmol) [Cagniant, P. et al. Hebd. Seances Acad. Sci., Ser. C, 1976, 282 (21), 993-6] in ethanol (100 mL) was added a solution of 2-hydrazinobenzoic acid hydrochloride (0.800 g, 4.24 mmol) in deionized water (50 mL). The mixture was stirred for one hour at room temperature and then allowed to sit while cooled (0° C.). Vacuum filtration and drying in vacuo afforded 0.480 g (58%) of the title compound as a tan solid: mp 169° C.(dec) which wa... Yields the product Cc1ccnc(-c2ccc(C)c(N=C(NC(=O)OC(C)(C)C)NC(=O)OC(C)(C)C)c2)c1. RXN SMILES: [C:16]([CH3:17])([CH3:18])([CH3:19])[O:20][C:21](=[O:22])[NH:23][C:24](=[S:25])[NH:26][C:27](=[O:28])[O:29][C:30]([CH3:31])([CH3:32])[CH3:33].[CH3:1][c:2]1[c:3]([NH2:4])[cH:5][c:6](-[c:9]2[n:10][cH:11][cH:12][c:13]([CH3:15])[cH:14]2)[cH:7][cH:8]1.[CH3:44][n+:45]1[cH:46][cH:47][cH:48][cH:49][c:50]1[Cl:51].[CH:34]([N:35]([CH:36]([CH3:37])[CH3:38])[CH2:39][CH3:40])([CH3:41])[CH3:42].[Cl:52][CH2:53][Cl:54].[I-:43]>>[CH3:1][c:2]1[c:3]([N:4]=[C:24]([NH:23][C:21]([O:20][C:16]([CH3:17])([CH3:18])[CH3:19])=[O:22])[NH:26][C:27](=[O:28])[O:29][C:30]([CH3:31])([CH3:32])[CH3:33])[cH:5][c:6](-[c:9]2[n:10][cH:11][cH:12][c:13]([CH3:15])[cH:14]2)[cH:7][cH:8]1. The reactants are CC(C)(C)OC(=O)NC(=S)NC(=O)OC(C)(C)C, Cc1ccnc(-c2ccc(C)c(N)c2)c1, C[n+]1ccccc1Cl, CCN(C(C)C)C(C)C, ClCCl, [I-].